Dataset: the Open Reaction Database (ORD), a public repository of structured organic reaction records. Task: describe an organic reaction: reactants, conditions, products, and yield Reactants: CC(=O)O, CC(C)=O, CC(Cl)Cl, Nc1ccc(Cl)nc1, [Na+], [OH-]. Product: CC(C)Nc1ccc(Cl)nc1. As a reaction SMILES: [C:13]([OH:14])(=[O:15])[CH3:16].[CH3:9][C:10]([CH3:11])=[O:12].[Cl:17][CH:18]([Cl:19])[CH3:20].[Cl:1][c:2]1[n:3][cH:4][c:5]([NH2:8])[cH:6][cH:7]1.[Na+:22].[OH-:21]>>[Cl:1][c:2]1[n:3][cH:4][c:5]([NH:8][CH:10]([CH3:9])[CH3:11])[cH:6][cH:7]1.